The task is: describe an organic reaction: reactants, conditions, products, and yield. This data is from the Open Reaction Database (ORD), a public repository of structured organic reaction records. Reactants: CCCOc1ccccc1C(=O)Cl, CCCn1nc(C)c(C(N)=O)c1N, c1ccncc1. Product: CCCOc1ccccc1C(=O)Nc1c(C(N)=O)c(C)nn1CCC. RXN SMILES: [CH2:1]([CH2:2][CH3:3])[O:4][c:5]1[c:6]([C:7](=[O:8])[Cl:9])[cH:10][cH:11][cH:12][cH:13]1.[NH2:14][c:15]1[c:16]([C:24](=[O:25])[NH2:26])[c:17]([CH3:23])[n:18][n:19]1[CH2:20][CH2:21][CH3:22].[cH:27]1[cH:28][cH:29][n:30][cH:31][cH:32]1>>[CH2:1]([CH2:2][CH3:3])[O:4][c:5]1[c:6]([C:7](=[O:8])[NH:14][c:15]2[c:16]([C:24](=[O:25])[NH2:26])[c:17]([CH3:23])[n:18][n:19]2[CH2:20][CH2:21][CH3:22])[cH:10][cH:11][cH:12][cH:13]1.